From a dataset of the Open Reaction Database (ORD), a public repository of structured organic reaction records. describe an organic reaction: reactants, conditions, products, and yield Starting materials: [N+](=O)(O)[O-] (nitric acid), [N+](=O)([O-])C=1C(=C(N(C)C)C(=CC1)C)C (3-nitro-2,6-dimethyl-N,N-dimethylaniline), CC1=C(N(C)C)C(=CC=C1)C (2,6-dimethyl-N,N-dimethylaniline), C([O-])([O-])=O.[Na+].[Na+] (sodium carbonate). Solvent: S(O)(O)(=O)=O (sulfuric acid), O (water). The product is OC=1C(=C(N(C)C)C(=CC1)C)C (3-hydroxy-2,6-dimethyl-N,N-dimethylaniline). RXN SMILES: [CH3:1][C:2]1[CH:10]=[CH:9][CH:8]=[C:7]([CH3:11])[C:3]=1[N:4]([CH3:6])[CH3:5].[N+]([O-])(O)=[O:13].C(=O)([O-])[O-].[Na+].[Na+].[N+](C1C(C)=C(C(C)=CC=1)N(C)C)([O-])=O>S(=O)(=O)(O)O.O>[OH:13][C:10]1[C:2]([CH3:1])=[C:3]([C:7]([CH3:11])=[CH:8][CH:9]=1)[N:4]([CH3:5])[CH3:6] |f:2.3.4|. Procedure: 40 ml of 2,6-dimethyl-N,N-dimethylaniline was dissolved in 88 ml of concentrated sulfuric acid at a temperature below 15° C., followed by dropwise addition of 35 ml of concentrated nitric acid by maintaining the temperature below 15° C. Thereafter, the mixture was reacted for one hour, poured into cold water and then neutralized with sodium carbonate, whereby 3-nitro-2,6-dimethyl-N,N-dimethylaniline was precipitated in the form of crystals. The produced nitro compound was reduced, diazotized and... Reactants: S(=O)(Cl)Cl (thionyl chloride), OCC1=NC=CC(=C1C)OCCCO (3-(2-hydroxymethyl-3-methylpyridin-4-yloxy)propan-1-ol), ClCCl (dichloromethane), ClCCl (dichloromethane), C([O-])(O)=O.[Na+] (sodium bicarbonate), O (Water). Reaction conditions: time 16 hour. Product: ClCC1=NC=CC(=C1C)OCCCCl (2-Chloromethyl-4-(3-chloropropoxy)-3-methyl-pyridine). Reaction SMILES: S(Cl)([Cl:3])=O.O[CH2:6][C:7]1[C:12]([CH3:13])=[C:11]([O:14][CH2:15][CH2:16]CO)[CH:10]=[CH:9][N:8]=1.O.C(=O)(O)[O-].[Na+].Cl[CH2:26][Cl:27]>>[Cl:3][CH2:6][C:7]1[C:12]([CH3:13])=[C:11]([O:14][CH2:15][CH2:16][CH2:26][Cl:27])[CH:10]=[CH:9][N:8]=1 |f:3.4|. Procedure details: A solution of 2.3 ml (31.7 mmol) of thionyl chloride in 5 ml of dichloromethane is added dropwise at 0° C. to a solution of 2.5 g (12.6 mmol) of 3-(2-hydroxymethyl-3-methylpyridin-4-yloxy)propan-1-ol in 20 ml of dichloromethane and the mixture is subsequently stirred at room temperature for a further 16 h. Water (20 ml) is then added, and the mixture is adjusted to pH 8 using sodium bicarbonate solution and extracted with 3×20 ml of dichloromethane. The organic extracts are washed with water, dr... Reactants: CN1CCN(CC(=O)O)CC1, Cl, NC1CCC(CCN2CCC(c3cccc4c3OCO4)CC2)CC1. Yields the product CN1CCN(CC(=O)NC2CCC(CCN3CCC(c4cccc5c4OCO5)CC3)CC2)CC1. As a reaction SMILES: [CH3:26][N:27]1[CH2:28][CH2:29][N:30]([CH2:33][C:34](=[O:35])[OH:36])[CH2:31][CH2:32]1.[ClH:1].[O:2]1[CH2:3][O:4][c:5]2[c:6]1[cH:7][cH:8][cH:9][c:10]2[CH:11]1[CH2:12][CH2:13][N:14]([CH2:17][CH2:18][CH:19]2[CH2:20][CH2:21][CH:22]([NH2:25])[CH2:23][CH2:24]2)[CH2:15][CH2:16]1>>[O:2]1[CH2:3][O:4][c:5]2[c:6]1[cH:7][cH:8][cH:9][c:10]2[CH:11]1[CH2:12][CH2:13][N:14]([CH2:17][CH2:18][CH:19]2[CH2:20][CH2:21][CH:22]([NH:25][C:34]([CH2:33][N:30]3[CH2:29][CH2:28][N:27]([CH3:26])[CH2:32][CH2:31]3)=[O:35])[CH2:23][CH2:24]2)[CH2:15][CH2:16]1.